describe an organic reaction: reactants, conditions, products, and yield From a dataset of the Open Reaction Database (ORD), a public repository of structured organic reaction records. Starting materials: O=S1(CCN(CC1)CCN[C@]12[C@@H]([C@H]3CC[C@@H]4[C@]5(CC=C(C([C@@H]5CC[C@]4([C@@]3(CC1)C)C)(C)C)C1=CC=C(C(=O)O)C=C1)C)[C@@H](CC2)C(=C)C)=O (4-((1R,3aS,5aR,5bR,7aR,11aS,11bR,13aR,13bR)-3a-((2-(1,1-dioxido-4-thiomorpholinyl)ethyl)amino)-1-isopropenyl-5a,5b,8,8,11a-pentamethyl-2,3,3a,4,5,5a,5b,6,7,7a,8,11,11a,11b,12,13,13a,13b-octadecahydro-1H-cyclopenta[a]chrysen-9-yl)benzoic acid), S(=O)(Cl)Cl (thionyl chloride). Solvent: ClC(C)Cl (dichloroethane). Yields the product O=S1(CCN(CC1)CCN[C@]12[C@@H]([C@H]3CC[C@@H]4[C@]5(CC=C(C([C@@H]5CC[C@]4([C@@]3(CC1)C)C)(C)C)C1=CC=C(C(=O)Cl)C=C1)C)[C@@H](CC2)C(=C)C)=O (4-((1R,3aS,5aR,5bR,7aR,11aS,11bR,13aR,13bR)-3a-((2-(1,1-dioxido-4-thiomorpholinyl)ethyl)amino)-1-isopropenyl-5a,5b,8,8,11a-pentamethyl-2,3,3a,4,5,5a,5b,6,7,7a,8,11,11a,11b,12,13,13a,13b-octadecahydro-1H-cyclopenta[a]chrysen-9-yl)benzoyl chloride). Yield: 73.2%. As a reaction SMILES: [O:1]=[S:2]1(=[O:49])[CH2:7][CH2:6][N:5]([CH2:8][CH2:9][NH:10][C@:11]23[CH2:45][CH2:44][C@@H:43]([C:46]([CH3:48])=[CH2:47])[C@@H:12]2[C@@H:13]2[C@@:26]([CH3:29])([CH2:27][CH2:28]3)[C@@:25]3([CH3:30])[C@@H:16]([C@:17]4([CH3:42])[C@@H:22]([CH2:23][CH2:24]3)[C:21]([CH3:32])([CH3:31])[C:20]([C:33]3[CH:41]=[CH:40][C:36]([C:37](O)=[O:38])=[CH:35][CH:34]=3)=[CH:19][CH2:18]4)[CH2:15][CH2:14]2)[CH2:4][CH2:3]1.S(Cl)([Cl:52])=O>ClC(Cl)C>[O:1]=[S:2]1(=[O:49])[CH2:7][CH2:6][N:5]([CH2:8][CH2:9][NH:10][C@:11]23[CH2:45][CH2:44][C@@H:43]([C:46]([CH3:48])=[CH2:47])[C@@H:12]2[C@@H:13]2[C@@:26]([CH3:29])([CH2:27][CH2:28]3)[C@@:25]3([CH3:30])[C@@H:16]([C@:17]4([CH3:42])[C@@H:22]([CH2:23][CH2:24]3)[C:21]([CH3:32])([CH3:31])[C:20]([C:33]3[CH:41]=[CH:40][C:36]([C:37]([Cl:52])=[O:38])=[CH:35][CH:34]=3)=[CH:19][CH2:18]4)[CH2:15][CH2:14]2)[CH2:4][CH2:3]1. Procedure details: A mixture of 4-((1R,3aS,5aR,5bR,7aR,11aS,11bR,13aR,13bR)-3a-((2-(1,1-dioxido-4-thiomorpholinyl)ethyl)amino)-1-isopropenyl-5a,5b,8,8,11a-pentamethyl-2,3,3a,4,5,5a,5b,6,7,7a,8,11,11a,11b,12,13,13a,13b-octadecahydro-1H-cyclopenta[a]chrysen-9-yl)benzoic acid (200 mg, 0.289 mmol) and thionyl chloride (0.211 mL, 2.89 mmol) in dichloroethane (5 mL) was refluxed for 30 h. The reaction mixture was concentrated under reduced pressure to provide the title compound as a white solid (150 mg, 73%). LCMS: m/e ... The reactants are O=C(O)c1ccc(F)c(F)c1, O, O=[N+]([O-])O, O=S(=O)(O)O. Yields the product O=C(O)c1cc(F)c(F)cc1[N+](=O)[O-]. Reaction SMILES: [F:6][c:7]1[cH:8][c:9]([C:10](=[O:11])[OH:12])[cH:13][cH:14][c:15]1[F:16].[OH2:21].[OH:17][N+:18]([O-:19])=[O:20].[S:1](=[O:2])(=[O:3])([OH:4])[OH:5]>>[F:6][c:7]1[cH:8][c:9]([C:10](=[O:11])[OH:12])[c:13]([N+:18](=[O:17])[O-:19])[cH:14][c:15]1[F:16]. Reactants: CC(Cl)c1cccnc1, OC3=CC(SC(C#N)=N4)=C4C=C3. Reagents/catalysts: O=C([O-])[O-].[Cs+].[Cs+] (cesium carbonate), [I-].[K+] (potassium iodide). Solvent: CN(C)C=O (DMF), CN(C)C=O (dmf), CN(C)C=O (DMF). Conditions: temperature 70 celsius, time 16 hour. Product: N#CC5=NC6=C(S5)C=C(C=C6)OC(C)C7=CC=CN=C7. The reactants are C1CNCCN1, CCO, N#Cc1cccnc1Cl. Yields the product N#Cc1cccnc1N1CCNCC1. RXN SMILES: [CH2:10]1[CH2:11][NH:12][CH2:13][CH2:14][NH:15]1.[CH3:16][CH2:17][OH:18].[Cl:1][c:2]1[n:3][cH:4][cH:5][cH:6][c:7]1[C:8]#[N:9]>>[c:2]1([N:12]2[CH2:11][CH2:10][NH:15][CH2:14][CH2:13]2)[n:3][cH:4][cH:5][cH:6][c:7]1[C:8]#[N:9]. The reactants are CC#CCBr, O=C([O-])[O-], CN(C)C=O, CCOC(C)=O, Clc1nccc2[nH]cnc12, [K+], [K+]. Yields the product CC#CCn1cnc2ccnc(Cl)c21. RXN SMILES: [Br:11][CH2:12][C:13]#[C:14][CH3:15].[C:16](=[O:17])([O-:18])[O-:19].[CH3:22][N:23]([CH3:24])[CH:25]=[O:26].[CH3:27][CH2:28][O:29][C:30](=[O:31])[CH3:32].[Cl:1][c:2]1[n:3][cH:4][cH:5][c:6]2[c:7]1[n:8][cH:9][nH:10]2.[K+:20].[K+:21]>>[Cl:1][c:2]1[n:3][cH:4][cH:5][c:6]2[c:7]1[n:8]([CH2:12][C:13]#[C:14][CH3:15])[cH:9][n:10]2. The reactants are C(C)(C)C1=C(C=CC=C1)O (2-isopropylphenol), CI (methyl iodide), [OH-].[K+] (potassium hydroxide). The reagents and catalysts are S(=O)(=O)(O)[O-].C(CCC)[N+](CCCC)(CCCC)CCCC (tetrabutylammonium hydrogen sulfate). Run in C(Cl)Cl (CH2Cl2). Reaction conditions: time 15 minute. Yields the product C(C)(C)C1=C(C=CC=C1)OC (2-Isopropylanisole). The yield is 97.2%. RXN SMILES: [CH:1]([C:4]1[CH:9]=[CH:8][CH:7]=[CH:6][C:5]=1[OH:10])([CH3:3])[CH3:2].[OH-].[K+].[CH3:13]I>C(Cl)Cl.S([O-])(O)(=O)=O.C([N+](CCCC)(CCCC)CCCC)CCC>[CH:1]([C:4]1[CH:9]=[CH:8][CH:7]=[CH:6][C:5]=1[O:10][CH3:13])([CH3:3])[CH3:2] |f:1.2,5.6|. Procedure details: To a solution of 2-isopropylphenol (30 g, 220.3 mmol) in CH2Cl2 (300 mL) was added tetrabutylammonium hydrogen sulfate (7.5 g, 22.1 mmol). After the entire solid was dissolved, a solution of potassium hydroxide (61.8 g, 1.1 mol in 300 mL H2O) was added to the previous mixture. After 15 minutes of stirring, methyl iodide (47 g, 20.6 mL, 331 mmol) was added. The mixture was left to stir overnight (ca. 15 hours). The organic layer was separated and then washed with brine (2×100 mL), dried (Na2SO4),...